Dataset: the Open Reaction Database (ORD), a public repository of structured organic reaction records. Task: describe an organic reaction: reactants, conditions, products, and yield The reactants are C(=O)(O)C12CC3CC(CC(C1)C3)C2 (1-carboxyadamantane), resultant mixture, O=O (oxygen), C(=O)(O)C12CC3CC(CC(C1)C3)C2 (1-carboxyadamantane). The solvent is C(C)(=O)O (acetic acid). Yields the product C(=O)(O)C12CC3(CC(CC(C1)C3)C2)O (1-carboxy-3-adamantanol). Isolated yield 56.0%. RXN SMILES: [C:1]([C:4]12[CH2:13][CH:8]3[CH2:9][CH:10]([CH2:12][CH:6]([CH2:7]3)[CH2:5]1)[CH2:11]2)([OH:3])=[O:2].[O:14]=O>C(O)(=O)C>[C:1]([C:4]12[CH2:13][CH:8]3[CH2:7][CH:6]([CH2:12][C:10]([OH:14])([CH2:9]3)[CH2:11]1)[CH2:5]2)([OH:3])=[O:2]. Reported procedure: To 25 ml of acetic acid were added 10 mmol of 1-carboxyadamantane, 1 mmol of NHPI and 0.05 mmol of V (AA)3, and the resultant mixture was stirred in an oxygen atmosphere at a temperature of 75° C. for 5 hours. And, as a result, the 1-carboxyadamantane was converted into a 1-carboxy-3-adamantanol (yield: 56%, white solid), a 1-carboxy-3,5-adamantanediol (yield:28%, light yellow solid), a 1-carboxy-4-adamantanone (yield: 4%) with a conversion of 99%. Starting materials: CCOC(=O)COc1ccc(Sc2cc(C#Cc3ccc(S(C)(=O)=O)cc3)cc(OCCc3ccc(Cl)cc3)c2)cc1C, CCO, Cl, [Na+], [OH-]. Product: Cc1cc(Sc2cc(C#Cc3ccc(S(C)(=O)=O)cc3)cc(OCCc3ccc(Cl)cc3)c2)ccc1OCC(=O)O. As a reaction SMILES: [CH2:1]([CH3:2])[O:3][C:4]([CH2:5][O:6][c:7]1[c:8]([CH3:42])[cH:9][c:10]([S:13][c:14]2[cH:15][c:16]([O:32][CH2:33][CH2:34][c:35]3[cH:36][cH:37][c:38]([Cl:41])[cH:39][cH:40]3)[cH:17][c:18]([C:20]#[C:21][c:22]3[cH:23][cH:24][c:25]([S:28](=[O:29])(=[O:30])[CH3:31])[cH:26][cH:27]3)[cH:19]2)[cH:11][cH:12]1)=[O:43].[CH3:47][CH2:48][OH:49].[ClH:46].[Na+:45].[OH-:44]>>[O:3]=[C:4]([CH2:5][O:6][c:7]1[c:8]([CH3:42])[cH:9][c:10]([S:13][c:14]2[cH:15][c:16]([O:32][CH2:33][CH2:34][c:35]3[cH:36][cH:37][c:38]([Cl:41])[cH:39][cH:40]3)[cH:17][c:18]([C:20]#[C:21][c:22]3[cH:23][cH:24][c:25]([S:28](=[O:29])(=[O:30])[CH3:31])[cH:26][cH:27]3)[cH:19]2)[cH:11][cH:12]1)[OH:43]. Reactants: crude mixture, heptyl-2-pyridyl-carbonate, C(CCCCCC)OC(=O)N1C(C=CC=C1)=O (heptyl-2-oxopyridine-1-carboxylate), N[C@H]([C@@H](O)C)C(=O)O (D-threonine), C(=O)(O)[O-].[Na+] (NaHCO3). Solvent: C1CCOC1 (THF), O (H2O). Conditions: time 15 hour. Yields the product O[C@H]([C@H](C(=O)O)NC(=O)OCCCCCCC)C ((2R,3S)-3-hydroxy-2-(heptoxycarbonylamino)-butanoic acid). Isolated yield 91.8%. Reaction SMILES: [NH2:1][C@@H:2]([C:6]([OH:8])=[O:7])[C@H:3]([CH3:5])[OH:4].C([O-])(O)=O.[Na+].[CH2:14]([O:21][C:22](N1C=CC=CC1=O)=[O:23])[CH2:15][CH2:16][CH2:17][CH2:18][CH2:19][CH3:20]>O.C1COCC1>[OH:4][C@@H:3]([CH3:5])[C@@H:2]([NH:1][C:22]([O:21][CH2:14][CH2:15][CH2:16][CH2:17][CH2:18][CH2:19][CH3:20])=[O:23])[C:6]([OH:8])=[O:7] |f:1.2|. Reported procedure: To a stirred mixture of D-threonine (0.15 g, 1.25 mmol) and NaHCO3 (0.158 g, 1.89 mmol) in H2O (3.5 mL), the crude mixture containing heptyl-2-pyridyl-carbonate and heptyl-2-oxopyridine-1-carboxylate (0.45 g, 1.89 mmol) in THF (3.5 mL) was added. After 15 h at rt, the crude mixture was rotary evaporated to remove the organics and subsequently extracted with Et2O (3×5 mL). The aqueous phase was acidified with 2.0 M HCl solution to pH 2-3 and subsequently extracted with EtOAc (3×10 mL). The organi... Starting materials: [H-].[Na+] (sodium hydride), oils, CI (methyl iodide), CI (Methyl iodide), [H-].[Na+] (sodium hydride), oils, N1C(=CC2=CC=CC=C12)C(=O)N1CC2=C(CC1)N=C(O2)COC2=CC=CC=C2 (5-(1H-Indol-2-ylcarbonyl)-2-(phenoxymethyl)-4,5,6,7-tetrahydro[1,3]oxazolo[5,4-c]pyridine). Solvent: CN(C)C=O (DMF). Run at temperature 100 celsius, time 10 minute. The product is CN1C(=CC2=CC=CC=C12)C(=O)N1CC2=C(CC1)N=C(O2)COC2=CC=CC=C2 (5-[(1-methyl-1H-indol-2-yl)carbonyl]-2-(phenoxymethyl)-4,5,6,7-tetrahydro[1,3]oxazolo[5,4-c]pyridine). Yield: 55.7%. RXN SMILES: [CH3:1]I.[H-].[Na+].[NH:5]1[C:13]2[C:8](=[CH:9][CH:10]=[CH:11][CH:12]=2)[CH:7]=[C:6]1[C:14]([N:16]1[CH2:21][CH2:20][C:19]2[N:22]=[C:23]([CH2:25][O:26][C:27]3[CH:32]=[CH:31][CH:30]=[CH:29][CH:28]=3)[O:24][C:18]=2[CH2:17]1)=[O:15]>CN(C=O)C>[CH3:1][N:5]1[C:13]2[C:8](=[CH:9][CH:10]=[CH:11][CH:12]=2)[CH:7]=[C:6]1[C:14]([N:16]1[CH2:21][CH2:20][C:19]2[N:22]=[C:23]([CH2:25][O:26][C:27]3[CH:32]=[CH:31][CH:30]=[CH:29][CH:28]=3)[O:24][C:18]=2[CH2:17]1)=[O:15] |f:1.2|. Procedure details: Methyl iodide (0.01 mL, 0.161 mmol) was added to a suspension of a 60% dispersion of sodium hydride in mineral oils (3.85 mg, 0.096 mmol) and 5-(1H-Indol-2-ylcarbonyl)-2-(phenoxymethyl)-4,5,6,7-tetrahydro[1,3]oxazolo[5,4-c]pyridine (0.03 g, 0.08 mmol) in DMF (2 mL). The mixture was stirred under microwave irradiation at 100° C. for 10 minutes. Then a 60% dispersion of sodium hydride in mineral oils (3.86 mg, 0.096 mmol) and methyl iodide (0.01 mL, 0.161 mmol) were added. The crude product was wa... Starting materials: CC(C)(C)c1ccc(S(=O)(=O)Nc2cc(F)ccc2C(=O)O)cc1, CC(=O)O, O=C1CCC(=O)N1Cl. Yields the product CC(C)(C)c1ccc(S(=O)(=O)Nc2cc(F)c(Cl)cc2C(=O)O)cc1. Reaction SMILES: [C:1]([CH3:2])([CH3:3])([CH3:4])[c:5]1[cH:6][cH:7][c:8]([S:11](=[O:12])(=[O:13])[NH:14][c:15]2[c:16]([C:17](=[O:18])[OH:19])[cH:20][cH:21][c:22]([F:24])[cH:23]2)[cH:9][cH:10]1.[CH3:33][C:34](=[O:35])[OH:36].[Cl:25][N:26]1[C:27](=[O:28])[CH2:29][CH2:30][C:31]1=[O:32]>>[C:1]([CH3:2])([CH3:3])([CH3:4])[c:5]1[cH:6][cH:7][c:8]([S:11](=[O:12])(=[O:13])[NH:14][c:15]2[c:16]([C:17](=[O:18])[OH:19])[cH:20][c:21]([Cl:25])[c:22]([F:24])[cH:23]2)[cH:9][cH:10]1.